Dataset: the Open Reaction Database (ORD), a public repository of structured organic reaction records. Task: describe an organic reaction: reactants, conditions, products, and yield Reactants: O (Water), BrC1=C(C=CC(=C1)Cl)O (2-bromo-4-chlorophenol), C(C)OC(C(C)(C)Br)=O (ethyl-2-bromoisobutyrate), C(=O)([O-])[O-].[K+].[K+] (K2CO3). Solvent: CN(C)C=O (DMF). Conditions: temperature 120 celsius. Product: BrC1=C(OC(C(=O)OCC)(C)C)C=CC(=C1)Cl (ethyl 2-(2-bromo-4-chlorophenoxy)-2-methylpropanoate). Reaction SMILES: [Br:1][C:2]1[CH:7]=[C:6]([Cl:8])[CH:5]=[CH:4][C:3]=1[OH:9].[CH2:10]([O:12][C:13](=[O:18])[C:14](Br)([CH3:16])[CH3:15])[CH3:11].C([O-])([O-])=O.[K+].[K+].O>CN(C=O)C>[Br:1][C:2]1[CH:7]=[C:6]([Cl:8])[CH:5]=[CH:4][C:3]=1[O:9][C:14]([CH3:16])([CH3:15])[C:13]([O:12][CH2:10][CH3:11])=[O:18] |f:2.3.4|. Procedure: A mixture of 2-bromo-4-chlorophenol (250 mg; 1.21 mmol) and ethyl-2-bromoisobutyrate (450 μl; 3.0 mmol) in DMF (5 mL) was treated with K2CO3 (250 mg, 1.81 mmol) and heated at 120° C. for 4.5 hours. Water was added and the reaction mixture was extracted 3 times with EtOAc. The combined organic phases were dried over MgSO4, filtered, concentrated and purified by flash column chromatography (silica), eluting with heptane containing increasing amounts of EtOAc. The title compound was obtained as a y... Product: CC(O)c1ncc(F)cn1. Reactants: [BH4-], CO, Cc1cc(Nc2nc(NC(C)c3ncc(F)cn3)ncc2Cl)n[nH]1, [Na+]. As a reaction SMILES: [BH4-:25].[CH3:27][OH:28].[Cl:1][c:2]1[c:3]([NH:4][c:5]2[cH:6][c:7]([CH3:8])[nH:18][n:19]2)[n:20][c:21]([NH:22][CH:9]([CH3:10])[c:11]2[n:12][cH:13][c:14]([F:17])[cH:15][n:16]2)[n:23][cH:24]1.[Na+:26]>>[CH:9]([CH3:10])([c:11]1[n:12][cH:13][c:14]([F:17])[cH:15][n:16]1)[OH:28]. The reactants are COCN1c2cc(CO)c(OC)cc2Oc2nccnc21, ClCCCl. Product: COCN1c2cc(C=O)c(OC)cc2Oc2nccnc21. Reaction SMILES: [CH3:1][O:2][c:3]1[cH:4][c:5]2[c:6]([cH:18][c:19]1[CH2:20][OH:21])[N:7]([CH2:15][O:16][CH3:17])[c:8]1[c:9]([n:11][cH:12][cH:13][n:14]1)[O:10]2.[Cl:22][CH2:23][CH2:24][Cl:25]>>[CH3:1][O:2][c:3]1[cH:4][c:5]2[c:6]([cH:18][c:19]1[CH:20]=[O:21])[N:7]([CH2:15][O:16][CH3:17])[c:8]1[c:9]([n:11][cH:12][cH:13][n:14]1)[O:10]2. The reactants are [Cl-].[Al+3].[Cl-].[Cl-] (Aluminum chloride), C(C1=CC=CC=C1)N1N=CC(=CC1=O)C1=CC=C(C=C1)F (2-benzyl-5-(4-fluorophenyl)pyridazin-3(2H)-one). The solvent is C1(=CC=CC=C1)C (toluene). Reaction conditions: temperature 70 celsius, time 1 hour. Product: FC1=CC=C(C=C1)C1=CC(NN=C1)=O (5-(4-Fluorophenyl)pyridazin-3(2H)-one). As a reaction SMILES: [Cl-].[Al+3].[Cl-].[Cl-].C([N:12]1[C:17](=[O:18])[CH:16]=[C:15]([C:19]2[CH:24]=[CH:23][C:22]([F:25])=[CH:21][CH:20]=2)[CH:14]=[N:13]1)C1C=CC=CC=1>C1(C)C=CC=CC=1>[F:25][C:22]1[CH:23]=[CH:24][C:19]([C:15]2[CH:14]=[N:13][NH:12][C:17](=[O:18])[CH:16]=2)=[CH:20][CH:21]=1 |f:0.1.2.3|. Reported procedure: Aluminum chloride (11.4 g, 86 mmol) was added to a stirred mixture of 2-benzyl-5-(4-fluorophenyl)pyridazin-3(2H)-one (4.0 g, 14.3 mmol) in toluene (285 ml) and the mixture was stirred at 70° C. for 1 h. After cooling, the reaction was cooled in an ice bath and quenched slowly with water (50 mL). The precipitate was filtered, washed with water, and dried under high-vacuum to afford the title compound. 1H NMR (500 MHz, CD3SOCD3) δ 8.28 (d, 1H); 7.88 (dd, 2H); 7.35 (t, 2H); 7.13 (d, 1H). LRMS (APCI...